From a dataset of the Open Reaction Database (ORD), a public repository of structured organic reaction records. describe an organic reaction: reactants, conditions, products, and yield Reactants: C(C1=CC=CC=C1)=CN (N-(benzylidene)methylamine), [Cl-].[NH4+] (ammonium-chloride), C(C)OC(CN(CC)CC)=O (N,N-diethylglycine ethyl ester), product, C1=CC=CC=C1 (benzene). Run in C(C)OCC (diethyl ether). Yields the product CN1C([C@H]([C@@H]1C1=CC=CC=C1)N(CC)CC)=O (trans-1-methyl-3-diethylamino-4-phenyl-2-azetidinone). Yield: 95.0%. Reaction SMILES: C(O[C:4](=[O:11])[CH2:5][N:6]([CH2:9][CH3:10])[CH2:7][CH3:8])C.[CH:12](=CN)[C:13]1[CH:18]=[CH:17][CH:16]=[CH:15][CH:14]=1.[Cl-].[NH4+:22].[CH:23]1C=CC=CC=1>C(OCC)C>[CH3:23][N:22]1[C@@H:12]([C:13]2[CH:18]=[CH:17][CH:16]=[CH:15][CH:14]=2)[C@H:5]([N:6]([CH2:7][CH3:8])[CH2:9][CH3:10])[C:4]1=[O:11] |f:2.3|. Procedure details: 2.95 g (10 mmoles) of the ethylzinc enolate lithium chloride complex of N,N-diethylglycine ethyl ester (the product obtained from example I) was dissolved in 20 ml benzene at room temperature. To this clear colourless solution was added 1.19 g (10 mmoles) of N-(benzylidene)methylamine. The resulting solution was refluxed for 30 min. During this period some precipitate formed. The reaction mixture was cooled to room temperature and diluted with 25 ml diethyl ether. To this mixture, 10 ml of a sat... The yield is 80.0%. Yields the product ClC1=NC=C(C=C1Cl)C(CC(Cl)(Cl)Cl)=C (2,3-dichloro-5-(3,3,3-trichloro-1-methylenepropyl)pyridine). Procedure details: To a slurry of 5 g of neutral alumina in 300 ml of carbon tetrachloride was added 0.5 g of anhydrous aluminum chloride and the mixture was heated at reflux for 20 minutes. To the slurry was added 20 g (0.052 mole) of 2,3-dichloro-5-(1-bromo-3,3,3-trichloro-1-methylpropyl)pyridine, and the resulting mixture was heated at reflux for 48 hours. The mixture was cooled and filtered. The filtrate was concentrated in vacuo yielding the crude product. Recrystallization from pentane yielded 12.7 g (80%) o... RXN SMILES: [Cl-].[Al+3].[Cl-].[Cl-].[Cl:5][C:6]1[C:11]([Cl:12])=[CH:10][C:9]([C:13](Br)([CH3:19])[CH2:14][C:15]([Cl:18])([Cl:17])[Cl:16])=[CH:8][N:7]=1>C(Cl)(Cl)(Cl)Cl>[Cl:5][C:6]1[C:11]([Cl:12])=[CH:10][C:9]([C:13](=[CH2:19])[CH2:14][C:15]([Cl:18])([Cl:16])[Cl:17])=[CH:8][N:7]=1 |f:0.1.2.3|. The solvent is C(Cl)(Cl)(Cl)Cl (carbon tetrachloride). The reactants are [Cl-].[Al+3].[Cl-].[Cl-] (aluminum chloride), ClC1=NC=C(C=C1Cl)C(CC(Cl)(Cl)Cl)(C)Br (2,3-dichloro-5-(1-bromo-3,3,3-trichloro-1-methylpropyl)pyridine). Reactants: Cl.[N+](=O)([O-])C1=CC=C(CNO)C=C1 ((4-Nitrobenzyl)hydroxylamine hydrochloride), N1=CC=CC=C1 (pyridine), COC=1C=C2CCCC(C2=CC1OC)=O (6,7-dimethoxy-1-tetralone), C(C)O (ethanol). The product is [N+](=O)([O-])C1=CC=C(CO\N=C\2/CCCC3=CC(=C(C=C23)OC)OC)C=C1 ((E)-6,7-Dimethoxy-3,4-dihydronaphthalen-1(2H)-one O-4-Nitrobenzyl Oxime). Isolated yield 86.0%. Reaction SMILES: Cl.[N+:2]([C:5]1[CH:13]=[CH:12]C(CNO)=[CH:7][CH:6]=1)([O-:4])=[O:3].[N:14]1C=CC=CC=1.[CH3:20][O:21][C:22]1[CH:23]=[C:24]2[C:29](=[CH:30][C:31]=1[O:32][CH3:33])[C:28](=O)[CH2:27][CH2:26][CH2:25]2.[CH2:35]([OH:37])[CH3:36]>>[N+:2]([C:5]1[CH:13]=[CH:12][C:36]([CH2:35][O:37]/[N:14]=[C:28]2\[CH2:27][CH2:26][CH2:25][C:24]3[C:29]\2=[CH:30][C:31]([O:32][CH3:33])=[C:22]([O:21][CH3:20])[CH:23]=3)=[CH:7][CH:6]=1)([O-:4])=[O:3] |f:0.1|. Procedure: (4-Nitrobenzyl)hydroxylamine hydrochloride (119 mg, 0.58 mmol) and pyridine (0.5 mL, 6.45 mmol) were added to a magnetically stirred solution of 6,7-dimethoxy-1-tetralone (100 mg, 0.48 mmol) in ethanol (2 mL) and the ensuing mixture heated at reflux for 2 h. The cooled reaction mixture was concentrated under reduced pressure and the residue thus obtained partitioned between CH2Cl2 (5 mL) and water (5 mL). The separated aqueous layer was washed with CH2Cl2 (1×5 mL) and the combined organic extrac... Reactants: O=C=Nc1ccc(Cl)c(C(F)(F)F)c1, ClCCl, Nc1ccc(-n2cnc3cnccc32)cc1. Yields the product O=C(Nc1ccc(-n2cnc3cnccc32)cc1)Nc1ccc(Cl)c(C(F)(F)F)c1. As a reaction SMILES: [Cl:17][c:18]1[c:19]([C:27]([F:28])([F:29])[F:30])[cH:20][c:21]([N:24]=[C:25]=[O:26])[cH:22][cH:23]1.[Cl:31][CH2:32][Cl:33].[n:1]1(-[c:10]2[cH:11][cH:12][c:13]([NH2:14])[cH:15][cH:16]2)[cH:2][n:3][c:4]2[cH:5][n:6][cH:7][cH:8][c:9]12>>[n:1]1(-[c:10]2[cH:11][cH:12][c:13]([NH:14][C:25]([NH:24][c:21]3[cH:20][c:19]([C:27]([F:28])([F:29])[F:30])[c:18]([Cl:17])[cH:23][cH:22]3)=[O:26])[cH:15][cH:16]2)[cH:2][n:3][c:4]2[cH:5][n:6][cH:7][cH:8][c:9]12. Reactants: O=C([O-])[O-], COc1cc(O)c([N+](=O)[O-])cc1OC, CI, [K+], [K+], CN(C)C=O. Yields the product COc1cc(OC)c([N+](=O)[O-])cc1OC. As a reaction SMILES: [C:15](=[O:16])([O-:17])[O-:18].[CH3:1][O:2][c:3]1[cH:4][c:5]([N+:12](=[O:13])[O-:14])[c:6]([OH:11])[cH:7][c:8]1[O:9][CH3:10].[I:21][CH3:22].[K+:19].[K+:20].[O:23]=[CH:24][N:25]([CH3:26])[CH3:27]>>[CH3:1][O:2][c:3]1[cH:4][c:5]([N+:12](=[O:13])[O-:14])[c:6]([O:11][CH3:15])[cH:7][c:8]1[O:9][CH3:10]. Starting materials: [OH-].[Mg+2].[OH-] (magnesium hydroxide), reaction mixture, P(=O)(O)(O)OC=1C(=O)O[C@@H](C1[O-])[C@@H](O)CO (L-ascorbate 2-phosphate). The solvent is hydrogen ion, resin. Run at time 2 hour. Product: P(=O)([O-])([O-])OC=1C(=O)O[C@@H](C1[O-])[C@@H](O)CO.[Mg+2].O=C1C(OP(=O)([O-])[O-])=C([O-])[C@H](O1)[C@@H](O)CO.[Mg+2].[Mg+2] (magnesium L-ascorbate 2-phosphate), powder. The yield is 86.0%. RXN SMILES: [P:1]([O:5][C:6]1[C:7]([O:9][C@H:10]([C@H:13]([CH2:15][OH:16])[OH:14])[C:11]=1[O-:12])=[O:8])([OH:4])([OH:3])=[O:2].[OH-].[Mg+2:18].[OH-]>>[P:1]([O:5][C:6]1[C:7]([O:9][C@H:10]([C@H:13]([CH2:15][OH:16])[OH:14])[C:11]=1[O-:12])=[O:8])([O-:4])([O-:3])=[O:2].[Mg+2:18].[O:8]=[C:7]1[O:9][C@H:10]([C@H:13]([CH2:15][OH:16])[OH:14])[C:11]([O-:12])=[C:6]1[O:5][P:1]([O-:4])([O-:3])=[O:2].[Mg+2:18].[Mg+2:18] |f:1.2.3,4.5.6.7.8|. Procedure: The remainder (247 ml) of the reaction mixture which had been analyzed by uv and HPLC, was passed through a column of strongly acidic cation exchange resin (600 ml) in the hydrogen ion form. The column was washed until the total effluent was 2000 ml. The absorbance of the column effluent at pH 10 and 264 nm showed a 93.4% recovery (53.1 mmoles) of the theoretical amount (57 mmoles) of L-ascorbate 2-phosphate expected for stoichiometric 2-phosphorylation of IAA. The column effluent (which was at ... Reactants: [BH4-], CO, CC(C)(C)CCN, Cn1ccnc1C=O, [Na+]. Product: Cn1ccnc1CNCCC(C)(C)C. Reaction SMILES: [BH4-:16].[CH3:18][OH:19].[CH3:1][C:2]([CH2:3][CH2:4][NH2:5])([CH3:6])[CH3:7].[CH3:8][n:9]1[c:10]([CH:14]=[O:15])[n:11][cH:12][cH:13]1.[Na+:17]>>[CH3:1][C:2]([CH2:3][CH2:4][NH:5][CH2:14][c:10]1[n:9]([CH3:8])[cH:13][cH:12][n:11]1)([CH3:6])[CH3:7].